This data is from the Open Reaction Database (ORD), a public repository of structured organic reaction records. The task is: describe an organic reaction: reactants, conditions, products, and yield The reactants are CCNc1ccc(NC(=O)CN(C)C)cc1N=C1SC(=C2Sc3ccc(OCCCl)cc3N2C)C(=O)N1Cc1ccccc1, CCOC(C)=O, [I-], [N-]=[N+]=[N-], [Na+], [Na+], CN(C)C=O. Yields the product CCNc1ccc(NC(=O)CN(C)C)cc1N=C1SC(=C2Sc3ccc(OCCN=[N+]=[N-])cc3N2C)C(=O)N1Cc1ccccc1. As a reaction SMILES: [CH2:1]([c:2]1[cH:3][cH:4][cH:5][cH:6][cH:7]1)[N:8]1[C:9](=[N:28][c:29]2[cH:30][c:31]([NH:38][C:39]([CH2:40][N:41]([CH3:42])[CH3:43])=[O:44])[cH:32][cH:33][c:34]2[NH:35][CH2:36][CH3:37])[S:10][C:11](=[C:14]2[S:15][c:16]3[c:17]([cH:20][c:21]([O:24][CH2:25][CH2:26][Cl:27])[cH:22][cH:23]3)[N:18]2[CH3:19])[C:12]1=[O:13].[CH3:56][CH2:57][O:58][C:59]([CH3:60])=[O:61].[I-:55].[N-:51]=[N+:52]=[N-:53].[Na+:50].[Na+:54].[O:45]=[CH:46][N:47]([CH3:48])[CH3:49]>>[CH2:1]([c:2]1[cH:3][cH:4][cH:5][cH:6][cH:7]1)[N:8]1[C:9](=[N:28][c:29]2[cH:30][c:31]([NH:38][C:39]([CH2:40][N:41]([CH3:42])[CH3:43])=[O:44])[cH:32][cH:33][c:34]2[NH:35][CH2:36][CH3:37])[S:10][C:11](=[C:14]2[S:15][c:16]3[c:17]([cH:20][c:21]([O:24][CH2:25][CH2:26][N:51]=[N+:52]=[N-:53])[cH:22][cH:23]3)[N:18]2[CH3:19])[C:12]1=[O:13].